describe an organic reaction: reactants, conditions, products, and yield From a dataset of the Open Reaction Database (ORD), a public repository of structured organic reaction records. The reactants are NC1=CC2=C(C(=C(O2)B(O)O)C(NC)=O)C=C1Br ((6-amino-5-bromo-3-(methylcarbamoyl)benzofuran-2-yl)boronic acid), BrC1=CC=C(C#N)C=C1 (4-bromobenzonitrile), K3PO4.3H2O. The reagents and catalysts are C1=CC=C(C=C1)P([C-]2C=CC=C2)C3=CC=CC=C3.C1=CC=C(C=C1)P([C-]2C=CC=C2)C3=CC=CC=C3.Cl[Pd]Cl.[Fe+2] (Pd(dppf)Cl2). Run in O1CCOCC1.O (dioxane H2O). Product: NC1=CC2=C(C(=C(O2)C2=CC=C(C=C2)C#N)C(=O)NC)C=C1Br (6-amino-5-bromo-2-(4-cyanophenyl)-N-methylbenzofuran-3-carboxamide). The yield is 25.4%. Reaction SMILES: [NH2:1][C:2]1[C:17]([Br:18])=[CH:16][C:5]2[C:6]([C:12](=[O:15])[NH:13][CH3:14])=[C:7](B(O)O)[O:8][C:4]=2[CH:3]=1.Br[C:20]1[CH:27]=[CH:26][C:23]([C:24]#[N:25])=[CH:22][CH:21]=1>O1CCOCC1.O.C1C=CC(P(C2C=CC=CC=2)[C-]2C=CC=C2)=CC=1.C1C=CC(P(C2C=CC=CC=2)[C-]2C=CC=C2)=CC=1.Cl[Pd]Cl.[Fe+2]>[NH2:1][C:2]1[C:17]([Br:18])=[CH:16][C:5]2[C:6]([C:12]([NH:13][CH3:14])=[O:15])=[C:7]([C:20]3[CH:27]=[CH:26][C:23]([C:24]#[N:25])=[CH:22][CH:21]=3)[O:8][C:4]=2[CH:3]=1 |f:2.3,4.5.6.7|. Procedure: A solution of (6-amino-5-bromo-3-(methylcarbamoyl)benzofuran-2-yl)boronic acid (1 g, 3.19 mmol), 4-bromobenzonitrile (1.17 g, 6.39 mmol), K3PO4.3H2O (1.7 g, 6.39 mmol) and Pd(dppf)Cl2 (40 mg) in dioxane/H2O (10 mL/2 mL) was stirred at 80° C. for 4 h. The mixture was filtered to remove the solid and then the mixture was diluted with water and extracted with EA. The organic layer was washed with brine, dried with Na2SO4 and concentrated. The residue was purified by column chromatography (PE:EA=5:1...